Dataset: the Open Reaction Database (ORD), a public repository of structured organic reaction records. Task: describe an organic reaction: reactants, conditions, products, and yield The reactants are ClC1=NC=C(C(=O)NC2=CC(=C(C=C2)Cl)C2=NC=CC=C2)C=C1 (6-chloro-N-(4-chloro-3-(pyridin-2-yl)phenyl)nicotinamide), OCCN1CCNCC1 (1-(2-hydroxyethyl)piperazine). Run in C(CCC)O (BuOH). The product is ClC1=C(C=C(C=C1)NC(C1=CN=C(C=C1)N1CCN(CC1)CCO)=O)C1=NC=CC=C1 (N-(4-chloro-3-(pyridin-2-yl)phenyl)-6-(4-(2-hydroxyethyl)piperazin-1-yl)nicotinamide). Reaction SMILES: Cl[C:2]1[CH:23]=[CH:22][C:5]([C:6]([NH:8][C:9]2[CH:14]=[CH:13][C:12]([Cl:15])=[C:11]([C:16]3[CH:21]=[CH:20][CH:19]=[CH:18][N:17]=3)[CH:10]=2)=[O:7])=[CH:4][N:3]=1.[OH:24][CH2:25][CH2:26][N:27]1[CH2:32][CH2:31][NH:30][CH2:29][CH2:28]1>C(O)CCC>[Cl:15][C:12]1[CH:13]=[CH:14][C:9]([NH:8][C:6](=[O:7])[C:5]2[CH:22]=[CH:23][C:2]([N:30]3[CH2:31][CH2:32][N:27]([CH2:26][CH2:25][OH:24])[CH2:28][CH2:29]3)=[N:3][CH:4]=2)=[CH:10][C:11]=1[C:16]1[CH:21]=[CH:20][CH:19]=[CH:18][N:17]=1. Reported procedure: Procedure F was performed using 50 mg of 6-chloro-N-(4-chloro-3-(pyridin-2-yl)phenyl)nicotinamide and 90 μL of 1-(2-hydroxyethyl)piperazine in 0.5 mL of BuOH. Purified by reverse phase HPLC to yield N-(4-chloro-3-(pyridin-2-yl)phenyl)-6-(4-(2-hydroxyethyl)piperazin-1-yl)nicotinamide. MS (Q1) 438.0 (M)+. Reactants: N1CCC(CC1)C(=O)N (piperidine-4-carboxamide), BrC(C(=O)OCC)(C)C (ethyl 2-bromo-2-methylpropanoate). The product is NC(=O)C1CCN(CC1)C(C(=O)OCC)(C)C (ethyl 2-[4-(aminocarbonyl)piperidin-1-yl]-2-methylpropanoate). RXN SMILES: [NH:1]1[CH2:6][CH2:5][CH:4]([C:7]([NH2:9])=[O:8])[CH2:3][CH2:2]1.Br[C:11]([CH3:18])([CH3:17])[C:12]([O:14][CH2:15][CH3:16])=[O:13]>>[NH2:9][C:7]([CH:4]1[CH2:5][CH2:6][N:1]([C:11]([CH3:18])([CH3:17])[C:12]([O:14][CH2:15][CH3:16])=[O:13])[CH2:2][CH2:3]1)=[O:8]. Reported procedure: The title compound was prepared according to the procedure described in the Example 17 from piperidine-4-carboxamide and ethyl 2-bromo-2-methylpropanoate.